Dataset: the Open Reaction Database (ORD), a public repository of structured organic reaction records. Task: describe an organic reaction: reactants, conditions, products, and yield Reactants: O=C(Cl)Cc1ccccc1, CCOC(=N)N1Cc2ccccc2-c2ccccc2C1. The product is CCOC(=NC(=O)Cc1ccccc1)N1Cc2ccccc2-c2ccccc2C1. Reaction SMILES: [c:21]1([CH2:27][C:28](=[O:29])[Cl:30])[cH:22][cH:23][cH:24][cH:25][cH:26]1.[cH:1]1[cH:2][cH:3][cH:4][c:5]2[c:11]1-[c:10]1[c:9]([cH:15][cH:14][cH:13][cH:12]1)[CH2:8][N:7]([C:16]([O:17][CH2:18][CH3:19])=[NH:20])[CH2:6]2>>[cH:1]1[cH:2][cH:3][cH:4][c:5]2[c:11]1-[c:10]1[c:9]([cH:15][cH:14][cH:13][cH:12]1)[CH2:8][N:7]([C:16]([O:17][CH2:18][CH3:19])=[N:20][C:28]([CH2:27][c:21]1[cH:22][cH:23][cH:24][cH:25][cH:26]1)=[O:29])[CH2:6]2. The reactants are BrSN1CCOCC1, ClCCl, ClC(Cl)Cl, SCc1nnc2n1-c1ccc(Cl)cc1C(c1ccccc1Cl)=NC2, O. Product: Clc1ccc2c(c1)C(c1ccccc1Cl)=NCc1nnc(CSSN3CCOCC3)n1-2. As a reaction SMILES: [Br:25][S:26][N:27]1[CH2:28][CH2:29][O:30][CH2:31][CH2:32]1.[CH2:34]([Cl:35])[Cl:36].[CH:37]([Cl:38])([Cl:39])[Cl:40].[Cl:1][c:2]1[cH:3][cH:4][c:5]2[c:6]([cH:24]1)[C:7]([c:17]1[c:18]([Cl:23])[cH:19][cH:20][cH:21][cH:22]1)=[N:8][CH2:9][c:10]1[n:11]-2[c:12]([CH2:15][SH:16])[n:13][n:14]1.[OH2:33]>>[Cl:1][c:2]1[cH:3][cH:4][c:5]2[c:6]([cH:24]1)[C:7]([c:17]1[c:18]([Cl:23])[cH:19][cH:20][cH:21][cH:22]1)=[N:8][CH2:9][c:10]1[n:11]-2[c:12]([CH2:15][S:16][S:26][N:27]2[CH2:28][CH2:29][O:30][CH2:31][CH2:32]2)[n:13][n:14]1. Reactants: C(\C=C\C)(=O)Cl (crotonyl chloride), FC(C=1C=C2C(=NNC2=CC1)N)(F)F (5-(trifluoromethyl)-1H-indazole-3-amine). Solvent: N1=CC=CC=C1 (pyridine). Conditions: temperature 19 celsius, time 12 hour. Yields the product FC(C=1C=C2C(=NNC2=CC1)NC(C=CC)=O)(F)F (N-[5-(trifluoromethyl)-1H-indazol-3-yl]-2-butenamide). Reaction SMILES: [C:1](Cl)(=[O:5])/[CH:2]=[CH:3]/[CH3:4].[F:7][C:8]([F:20])([F:19])[C:9]1[CH:10]=[C:11]2[C:15](=[CH:16][CH:17]=1)[NH:14][N:13]=[C:12]2[NH2:18]>N1C=CC=CC=1>[F:20][C:8]([F:7])([F:19])[C:9]1[CH:10]=[C:11]2[C:15](=[CH:16][CH:17]=1)[NH:14][N:13]=[C:12]2[NH:18][C:1](=[O:5])[CH:2]=[CH:3][CH3:4]. Procedure: 0.24 cm3 of crotonyl chloride is added to 500 mg of 5-(trifluoromethyl)-1H-indazole-3-amine, prepared according to patent U.S. Pat. No. 3,133,081, in 15 cm3 of pyridine. The reaction medium is stirred at about 19° C. for 12 hours and then evaporated under reduced pressure (2 kPa; 50° C.). The residue is taken up in 25 cm3 of tetrahydrofuran, 25 cm3 of ethyl acetate and 25 cm3 of distilled water. The organic phase is washed again with 25 cm3 of distilled water. The organic phase is dried over mag...